describe an organic reaction: reactants, conditions, products, and yield From a dataset of the Open Reaction Database (ORD), a public repository of structured organic reaction records. Starting materials: C(C)(=O)Cl (Acetyl chloride), [N+](=O)([O-])C1=CC2=C(NCCCO2)C=C1 (3-Nitro-6,7,8,9-tetrahydro-5-oxa-9-aza-benzocycloheptene). Reagents/catalysts: CN(C1=CC=NC=C1)C (4-Dimethylaminopyridine). Solvent: N1=CC=CC=C1 (Pyridine). Run at time 8 hour. The product is [N+](=O)([O-])C1=CC2=C(N(CCCO2)C(C)=O)C=C1 (1-(3-Nitro-7,8-dihydro-6H-5-oxa-9-aza-benzocyclohepten-9-yl)-ethanone). Yield: 91.6%. Reaction SMILES: [C:1](Cl)(=[O:3])[CH3:2].[N+:5]([C:8]1[CH:18]=[CH:17][C:11]2[NH:12][CH2:13][CH2:14][CH2:15][O:16][C:10]=2[CH:9]=1)([O-:7])=[O:6]>CN(C)C1C=CN=CC=1.N1C=CC=CC=1>[N+:5]([C:8]1[CH:18]=[CH:17][C:11]2[N:12]([C:1](=[O:3])[CH3:2])[CH2:13][CH2:14][CH2:15][O:16][C:10]=2[CH:9]=1)([O-:7])=[O:6]. Procedure: Acetyl chloride (0.080 mL, 1.1 mmol) was added to 3-Nitro-6,7,8,9-tetrahydro-5-oxa-9-aza-benzocycloheptene (203 mg, 1.04 mmol) and 4-Dimethylaminopyridine (13 mg, 0.10 mmol) in Pyridine (3.5 mL) and the reaction was stirred at room temperature overnight. The mixture was partitioned between 20 mL EtOAc and 20 mL satd. sodium bicarbonate, the org. was then washed with 1N HCl (20 mL) and brine (20 mL), dried and conc. in vacuo to give 1-(3-Nitro-7,8-dihydro-6H-5-oxa-9-aza-benzocyclohepten-9-yl)-eth... The reactants are C(CCCCCCCCCCCCCCCC)C1OCC2COC1O2 (4-heptadecyl-3,6,8-trioxabicyclo[3.2.1]octane), [H-].[H-].[H-].[H-].[Li+].[Al+3] (LiAlH4), [Al+3].[Cl-].[Cl-].[Cl-] (AlCl3). The solvent is C(C)OCC (diethyl ether), C(C)OCC (diethyl ether). Conditions: temperature 0 celsius. Product: C(CCCCCCCCCCCCCCCC)C1OCC(OC1)CO (5-heptadecyl-2-hydroxy methyl-1,4-dioxane). RXN SMILES: [CH2:1]([CH:18]1[CH:24]2[O:25][CH:21]([CH2:22][O:23]2)[CH2:20][O:19]1)[CH2:2][CH2:3][CH2:4][CH2:5][CH2:6][CH2:7][CH2:8][CH2:9][CH2:10][CH2:11][CH2:12][CH2:13][CH2:14][CH2:15][CH2:16][CH3:17].[H-].[H-].[H-].[H-].[Li+].[Al+3].[Al+3].[Cl-].[Cl-].[Cl-]>C(OCC)C>[CH2:1]([CH:18]1[CH2:24][O:25][CH:21]([CH2:22][OH:23])[CH2:20][O:19]1)[CH2:2][CH2:3][CH2:4][CH2:5][CH2:6][CH2:7][CH2:8][CH2:9][CH2:10][CH2:11][CH2:12][CH2:13][CH2:14][CH2:15][CH2:16][CH3:17] |f:1.2.3.4.5.6,7.8.9.10|. Procedure details: For each diastereomer of (4-heptadecyl-3,6,8-trioxabicyclo[3.2.1]octane, 260 mg of the diastereomer (0.73 mmol) was mixed with 48 mg of LiAlH4, in 5 mL of diethyl ether, and then refluxed gently. Dropwise, 15 mg (1.1 mmol) of AlCl3, in 5 mL of diethyl ether was added to the refluxing solution over a 5 minute period. The resulting reaction mixture was then refluxed vigorously over a period of about several hours. The reaction mixture was subsequently cooled to 0° C., quenched by the dropwise addi... Product: O=S(=O)(Nc1cccnc1)c1ccccc1, Brc1cccnc1, NS(=O)(=O)c1ccccc1, c1ccc(-c2ccccc2)cc1 (biphenyl). Procedure: The Mosquito was used to combine the source plate solutions by multi-aspiration of 250 nL of each of the four reaction components and then to dose the resulting reaction mixture (1 uL) into a 1536-well plate Conditions: time 22 hour. The reactants are Brc1cccnc1 (bromide 22), NS(=O)(=O)c1ccccc1 (sulfonamide S5). The reagents and catalysts are C1CCC2=NCCCN2CC1 (DBU 24), CS(=O)(=O)O[Pd]1(<-P(C2=CC=CC=C2)(C2=CC=CC=C2)C2=C(C3=C(P(C4=CC=CC=C4)C4=CC=CC=C4)C=CC4=C3C=CC=C4)C3=C(C=CC=C3)C=C2)<-NC2=C(C=CC=C2)C2=CC=CC=C21 (BINAP Pd G3 30). The solvent is CS(C)=O (DMSO), CS(C)=O (DMSO), CS(C)=O (DMSO), CS(C)=O (DMSO). The reagents and catalysts are [Pd] (Pd/C). Product: C(C1=CC=CC=C1)(C1=CC=CC=C1)NC(=O)C=1C(=NC(=NC1)CO)O (N-benzhydryl-4-hydroxy-2-(hydroxymethyl)pyrimidine-5-carboxamide). Starting materials: C(C1=CC=CC=C1)(C1=CC=CC=C1)NC(=O)C=1C(=NC(=NC1)COCC1=CC=CC=C1)O (N-benzhydryl-2-(benzyloxymethyl)-4-hydroxypyrimidine-5-carboxamide), C(C1=CC=CC=C1)(C1=CC=CC=C1)NC(=O)C=1C(=NC(=NC1)COCC1=CC=CC=C1)O (N-benzhydryl-2-(benzyloxymethyl)-4-hydroxypyrimidine-5-carboxamide), C(=O)[O-].[NH4+] (ammonium formate). The solvent is CO (MeOH). Reported procedure: A mixture of step E product, 2-f, (3.0 g, 7 mmol), ammonium formate (0.9 g, 14 mmol) and Pd/C (0.6 g) in MeOH (70 mL) was refluxed overnight. The reaction solution was filtered. The filtrate was evaporated under vacuum to obtain a residue, which was purified by silica gel chromatography by eluting with PE:EA=1:2 and DCM:MeOH=10:1 to afford the product, 2-g, (0.51 g, 21%). 1H NMR (300 MHz, CDCl3): δ4.47 (s, 2H), 6.30-6.32 (d, Hz, 1H), 7.23-7.25 (m, 11H), 8.72 (s, 1H), 9.98-10.00 (s, 1H). Yield: 21.0%. As a reaction SMILES: [CH:1]([NH:14][C:15]([C:17]1[C:18]([OH:32])=[N:19][C:20]([CH2:23][O:24]CC2C=CC=CC=2)=[N:21][CH:22]=1)=[O:16])([C:8]1[CH:13]=[CH:12][CH:11]=[CH:10][CH:9]=1)[C:2]1[CH:7]=[CH:6][CH:5]=[CH:4][CH:3]=1.C([O-])=O.[NH4+]>CO.[Pd]>[CH:1]([NH:14][C:15]([C:17]1[C:18]([OH:32])=[N:19][C:20]([CH2:23][OH:24])=[N:21][CH:22]=1)=[O:16])([C:8]1[CH:9]=[CH:10][CH:11]=[CH:12][CH:13]=1)[C:2]1[CH:7]=[CH:6][CH:5]=[CH:4][CH:3]=1 |f:1.2|. The reactants are CC1(OCC(O1)CONC(=O)C1=CC2=C(N=CS2)C(=C1NC1=C(C=C(C=C1)Br)Cl)F)C (N-((2,2-dimethyl-1,3-dioxolan-4-yl)methoxy)-4-fluoro-5-((4-bromo-2-chlorophenyl)amino)benzo[d]thiazole-6-carboxamide), FC(C(=O)O)(F)F (trifluoroacetic acid), C([O-])(O)=O.[Na+] (sodium bicarbonate). The solvent is C(Cl)Cl (CH2Cl2). Product: OC(CONC(=O)C1=CC2=C(N=CS2)C(=C1NC1=C(C=C(C=C1)Br)Cl)F)CO (N-(2,3-dihydroxypropoxy)-4-fluoro-5-((4-bromo-2-chlorophenyl)amino)benzo[d]thiazole-6-carboxamide). The yield is 76.4%. RXN SMILES: CC1(C)[O:6][CH:5]([CH2:7][O:8][NH:9][C:10]([C:12]2[C:20]([NH:21][C:22]3[CH:27]=[CH:26][C:25]([Br:28])=[CH:24][C:23]=3[Cl:29])=[C:19]([F:30])[C:15]3[N:16]=[CH:17][S:18][C:14]=3[CH:13]=2)=[O:11])[CH2:4][O:3]1.FC(F)(F)C(O)=O.C(=O)(O)[O-].[Na+]>C(Cl)Cl>[OH:6][CH:5]([CH2:4][OH:3])[CH2:7][O:8][NH:9][C:10]([C:12]1[C:20]([NH:21][C:22]2[CH:27]=[CH:26][C:25]([Br:28])=[CH:24][C:23]=2[Cl:29])=[C:19]([F:30])[C:15]2[N:16]=[CH:17][S:18][C:14]=2[CH:13]=1)=[O:11] |f:2.3|. Procedure: To a solution of N-((2,2-dimethyl-1,3-dioxolan-4-yl)methoxy)-4-fluoro-5-((4-bromo-2-chlorophenyl)amino)benzo[d]thiazole-6-carboxamide (490 mg, 0.92 mmol) in CH2Cl2 (10 mL) was added trifluoroacetic acid (0.2 mL, 2.69 mmol). The mixture was stirred for 1 h and neutralized with saturated sodium bicarbonate (aq.). The aqueous layer was extracted by CH2Cl2 (10 mL×2). The combined organic layers were washed by water (10 mL) and brine (10 mL) sequentially, dried over Na2SO4, filtered and concentrated ... Reactants: C1COCCN1, CO, O=C(CCl)N1CCN(c2ccc(O)cc2)CC1. Yields the product O=C(CN1CCOCC1)N1CCN(c2ccc(O)cc2)CC1. RXN SMILES: [CH2:18]1[CH2:19][O:20][CH2:21][CH2:22][NH:23]1.[CH3:24][OH:25].[Cl:1][CH2:2][C:3](=[O:4])[N:5]1[CH2:6][CH2:7][N:8]([c:11]2[cH:12][cH:13][c:14]([OH:17])[cH:15][cH:16]2)[CH2:9][CH2:10]1>>[CH2:2]([C:3](=[O:4])[N:5]1[CH2:6][CH2:7][N:8]([c:11]2[cH:12][cH:13][c:14]([OH:17])[cH:15][cH:16]2)[CH2:9][CH2:10]1)[N:23]1[CH2:18][CH2:19][O:20][CH2:21][CH2:22]1. Starting materials: CC(C)(C)OC(=O)Nc1cnc(CBr)cn1, CN(C)C=O, [Cl-], [Na+], N#C[Na]. The product is CC(C)(C)OC(=O)Nc1cnc(CC#N)cn1. As a reaction SMILES: [C:1]([CH3:2])([CH3:3])([CH3:4])[O:5][C:6]([NH:7][c:8]1[n:9][cH:10][c:11]([CH2:14][Br:15])[n:12][cH:13]1)=[O:16].[CH3:20][N:21]([CH3:22])[CH:23]=[O:24].[Cl-:26].[Na+:25].[Na:17][C:18]#[N:19]>>[C:1]([CH3:2])([CH3:3])([CH3:4])[O:5][C:6]([NH:7][c:8]1[n:9][cH:10][c:11]([CH2:14][C:18]#[N:19])[n:12][cH:13]1)=[O:16]. Procedure: 5-(2-Methylphenyl)-1-{[3-(methylsulfonyl)phenyl]sulfonyl}-1H-pyrrole-3-carbaldehyde (250 mg) was dissolved in methanol (25 mL), 40% methylamine methanol solution (482 mg) was added at room temperature, and the mixture was stirred for 30 min. Sodium borohydride (71 mg) was added at room temperature, and the mixture was stirred for 10 min. 1 mol/L Hydrochloric acid (30 mL) was added, and the mixture was stirred for 5 min. The reaction mixture was alkalized with a saturated aqueous sodium hydrogenc... The yield is 55.0%. The reactants are Cl (Hydrochloric acid), CC1=C(C=CC=C1)C1=CC(=CN1S(=O)(=O)C1=CC(=CC=C1)S(=O)(=O)C)C=O (5-(2-Methylphenyl)-1-{[3-(methylsulfonyl)phenyl]sulfonyl}-1H-pyrrole-3-carbaldehyde), CO.CN (methylamine methanol), [BH4-].[Na+] (Sodium borohydride), C(O)([O-])=O.[Na+] (sodium hydrogencarbonate). Yields the product Cl.CNCC1=CN(C(=C1)C1=C(C=CC=C1)C)S(=O)(=O)C1=CC(=CC=C1)S(=O)(=O)C (N-Methyl-1-[5-(2-methylphenyl)-1-{[3-(methylsulfonyl)phenyl]sulfonyl}-1H-pyrrol-3-yl]methanamine hydrochloride). RXN SMILES: [CH3:1][C:2]1[CH:7]=[CH:6][CH:5]=[CH:4][C:3]=1[C:8]1[N:12]([S:13]([C:16]2[CH:21]=[CH:20][CH:19]=[C:18]([S:22]([CH3:25])(=[O:24])=[O:23])[CH:17]=2)(=[O:15])=[O:14])[CH:11]=[C:10]([CH:26]=O)[CH:9]=1.CO.[CH3:30][NH2:31].[BH4-].[Na+].[ClH:34].C(=O)([O-])O.[Na+]>CO>[ClH:34].[CH3:30][NH:31][CH2:26][C:10]1[CH:9]=[C:8]([C:3]2[CH:4]=[CH:5][CH:6]=[CH:7][C:2]=2[CH3:1])[N:12]([S:13]([C:16]2[CH:21]=[CH:20][CH:19]=[C:18]([S:22]([CH3:25])(=[O:23])=[O:24])[CH:17]=2)(=[O:15])=[O:14])[CH:11]=1 |f:1.2,3.4,6.7,9.10|. Conditions: time 30 minute. Run in CO (methanol). Starting materials: ice water, [H-].[Na+] (sodium hydride), ClC1=C(OC2=NC=CC(=N2)O)C=C(C(=C1)F)N1C(N(C(=CC1=O)C(F)(F)F)C)=O (2-{2-chloro-4-fluoro-5-[3-methyl-2,6-dioxo-4-(trifluoromethyl)-1,2,3,6-tetrahydropyrimidin-1-yl]phenoxy}-4-hydroxy-pyrimidine), BrCC(=O)OC (methyl bromoacetate). Solvent: CN(C=O)C (N,N-dimethylformamide). Product: ClC1=C(OC2=NC=CC(=N2)OCC(=O)OC)C=C(C(=C1)F)N1C(N(C(=CC1=O)C(F)(F)F)C)=O (2-{2-chloro-4-fluoro-5-[3-methyl-2,6-dioxo-4-(trifluoromethyl)-1,2,3,6-tetrahydropyrimidin-1-yl]phenoxy}-4-(methoxycarbonyl)methoxypyrimidine). Isolated yield 57.1%. As a reaction SMILES: [H-].[Na+].[Cl:3][C:4]1[CH:17]=[C:16]([F:18])[C:15]([N:19]2[C:24](=[O:25])[CH:23]=[C:22]([C:26]([F:29])([F:28])[F:27])[N:21]([CH3:30])[C:20]2=[O:31])=[CH:14][C:5]=1[O:6][C:7]1[N:12]=[C:11]([OH:13])[CH:10]=[CH:9][N:8]=1.Br[CH2:33][C:34]([O:36][CH3:37])=[O:35]>CN(C)C=O>[Cl:3][C:4]1[CH:17]=[C:16]([F:18])[C:15]([N:19]2[C:24](=[O:25])[CH:23]=[C:22]([C:26]([F:27])([F:28])[F:29])[N:21]([CH3:30])[C:20]2=[O:31])=[CH:14][C:5]=1[O:6][C:7]1[N:12]=[C:11]([O:13][CH2:33][C:34]([O:36][CH3:37])=[O:35])[CH:10]=[CH:9][N:8]=1 |f:0.1|. Procedure details: 30 mg of sodium hydride was added to a mixture of 0.3 g of 2-{2-chloro-4-fluoro-5-[3-methyl-2,6-dioxo-4-(trifluoromethyl)-1,2,3,6-tetrahydropyrimidin-1-yl]phenoxy}-4-hydroxy-pyrimidine, 127 mg of methyl bromoacetate and N,N-dimethylformamide at 0° C., then, the mixture was stirred at room temperature. The solution was poured into a mixture of ice water, and extracted with ethyl acetate. The organic layer was dried over anhydrous magnesium sulfate, and concentrated. The residue was subjected to s... Starting materials: CCOC(C)=O, COc1cc(C2CCCCC2)ccc1C(O)CCC(=O)O. Product: COc1cc(C2CCCCC2)ccc1CCCC(=O)O. Reaction SMILES: [CH3:22][CH2:23][O:24][C:25](=[O:26])[CH3:27].[OH:1][CH:2]([CH2:3][CH2:4][C:5](=[O:6])[OH:7])[c:8]1[c:9]([O:20][CH3:21])[cH:10][c:11]([CH:14]2[CH2:15][CH2:16][CH2:17][CH2:18][CH2:19]2)[cH:12][cH:13]1>>[CH2:2]([CH2:3][CH2:4][C:5](=[O:6])[OH:7])[c:8]1[c:9]([O:20][CH3:21])[cH:10][c:11]([CH:14]2[CH2:15][CH2:16][CH2:17][CH2:18][CH2:19]2)[cH:12][cH:13]1.